Dataset: the Open Reaction Database (ORD), a public repository of structured organic reaction records. Task: describe an organic reaction: reactants, conditions, products, and yield The reactants are CCCCN(CCCC)CCCC, CC(C)(C)C(=O)O, Cc1ccccc1, C[n+]1ccccc1Cl, [I-], OCc1ccccc1. The product is CC(C)(C)C(=O)OCc1ccccc1. As a reaction SMILES: [CH2:25]([N:26]([CH2:27][CH2:28][CH2:29][CH3:30])[CH2:31][CH2:32][CH2:33][CH3:34])[CH2:35][CH2:36][CH3:37].[CH3:18][C:19]([CH3:20])([CH3:21])[C:22]([OH:23])=[O:24].[CH3:38][c:39]1[cH:40][cH:41][cH:42][cH:43][cH:44]1.[Cl:2][c:3]1[cH:4][cH:5][cH:6][cH:7][n+:8]1[CH3:9].[I-:1].[OH:10][CH2:11][c:12]1[cH:13][cH:14][cH:15][cH:16][cH:17]1>>[O:10]([CH2:11][c:12]1[cH:13][cH:14][cH:15][cH:16][cH:17]1)[C:22]([C:19]([CH3:18])([CH3:20])[CH3:21])=[O:23].